Dataset: the Open Reaction Database (ORD), a public repository of structured organic reaction records. Task: describe an organic reaction: reactants, conditions, products, and yield Reaction SMILES: [BH4-].[Na+].[CH3:3][O:4][C:5]1[CH:22]=[CH:21][C:20]2[C:19]3[CH2:18][CH2:17][C@@:15]4([CH3:16])[C@@H:11]([CH2:12][CH2:13][C:14]4=[O:23])[C:10]=3[CH2:9][CH2:8][C:7]=2[CH:6]=1.C(O)(=O)C.O>C(O)C>[CH3:3][O:4][C:5]1[CH:22]=[CH:21][C:20]2[C:19]3[CH2:18][CH2:17][C@@:15]4([CH3:16])[C@@H:11]([CH2:12][CH2:13][C@@H:14]4[OH:23])[C:10]=3[CH2:9][CH2:8][C:7]=2[CH:6]=1 |f:0.1|. Procedure: Add sodium borohydride (8.5 g) to 3-methoxyestra-1,3,5(10),8-tetraen-17-one (40 g) in ethanol (500 ml) and reflux the mixture for 90 minutes. Acidify the cooled solution with acetic acid, add water and extract with benzene. Wash, dry and evaporate the organic extract to obtain dl-3-methoxyestra-1,3,5(10),8-tetraen-17β-ol (37.5 g), m.p. 130°-133°; ultraviolet absorption peak at 280 mμ (ε16,100); infrared maxima at 3.1 μ, 3.58 μ, 6.25 μ, 6.4 μ, 6.7 μ Run in C(C)O (ethanol). Starting materials: O (water), [BH4-].[Na+] (sodium borohydride), COC1=CC=2CCC=3[C@@H]4CCC([C@@]4(C)CCC3C2C=C1)=O (3-methoxyestra-1,3,5(10),8-tetraen-17-one), C(C)(=O)O (acetic acid). The yield is 93.1%. Product: COC1=CC=2CCC=3[C@@H]4CC[C@@H]([C@@]4(C)CCC3C2C=C1)O (3-methoxyestra-1,3,5(10),8-tetraen-17β-ol). The reactants are CCOC(C)=O, Oc1cc(Cc2c(-c3ccc(Cl)cc3)nc3ccccn23)ncn1, O=P(Cl)(Cl)Cl. The product is Clc1ccc(-c2nc3ccccn3c2Cc2cc(Cl)ncn2)cc1. RXN SMILES: [CH3:30][CH2:31][O:32][C:33]([CH3:34])=[O:35].[Cl:1][c:2]1[cH:3][cH:4][c:5](-[c:8]2[n:9][c:10]3[n:11]([cH:12][cH:13][cH:14][cH:15]3)[c:16]2[CH2:17][c:18]2[cH:19][c:20]([OH:24])[n:21][cH:22][n:23]2)[cH:6][cH:7]1.[P:25]([Cl:26])([Cl:27])([Cl:28])=[O:29]>>[Cl:1][c:2]1[cH:3][cH:4][c:5](-[c:8]2[n:9][c:10]3[n:11]([cH:12][cH:13][cH:14][cH:15]3)[c:16]2[CH2:17][c:18]2[cH:19][c:20]([Cl:27])[n:21][cH:22][n:23]2)[cH:6][cH:7]1.